This data is from the Open Reaction Database (ORD), a public repository of structured organic reaction records. The task is: describe an organic reaction: reactants, conditions, products, and yield Starting materials: O=C([O-])O, ClC(Cl)Cl, [Na+], OC(c1cc2ccccc2s1)c1cc(Br)ccc1Cl. Yields the product Clc1ccc(Br)cc1Cc1cc2ccccc2s1. RXN SMILES: [C:20](=[O:21])([OH:22])[O-:23].[CH:25]([Cl:26])([Cl:27])[Cl:28].[Na+:24].[s:1]1[c:2]([CH:10]([OH:11])[c:12]2[c:13]([Cl:19])[cH:14][cH:15][c:16]([Br:18])[cH:17]2)[cH:3][c:4]2[c:5]1[cH:6][cH:7][cH:8][cH:9]2>>[s:1]1[c:2]([CH2:10][c:12]2[c:13]([Cl:19])[cH:14][cH:15][c:16]([Br:18])[cH:17]2)[cH:3][c:4]2[c:5]1[cH:6][cH:7][cH:8][cH:9]2. Reactants: NC=1C(=CC=CC1)C (o-Toluidine), CC(CCC=1NC2=CC=CC=C2C1)C (2-(3-methyl-n-butyl)-indole), C(=O)(N1C=NC=C1)N1C=NC=C1 (Carbonyldiimidazole), CC(CCC(=O)O)C (4-methylvaleric acid). Solvent: ClCCl (dichloromethane), ClCCl (dichloromethane), ClCCl (dichloromethane). Product: CC1=C(C=CC=C1)NC(CCC(C)C)=O (N-(2-methylphenyl)-4-methylvaleramide). Reaction SMILES: [CH3:1][CH:2]([CH3:14])[CH2:3][CH2:4][C:5]1[NH:6][C:7]2[C:12]([CH:13]=1)=[CH:11][CH:10]=[CH:9][CH:8]=2.C(N1C=CN=C1)(N1C=CN=C1)=[O:16].CC(C)CCC(O)=O.NC1C(C)=CC=CC=1>ClCCl>[CH3:13][C:12]1[CH:11]=[CH:10][CH:9]=[CH:8][C:7]=1[NH:6][C:5](=[O:16])[CH2:4][CH2:3][CH:2]([CH3:14])[CH3:1]. Procedure: Preparation of 2-(3-methyl-n-butyl)-indole. Carbonyldiimidazole (65 g) was mixed with 500 ml of dry dichloromethane in a 2-L round bottom flask and stirred magnetically. A solution of 4-methylvaleric acid in 200 ml of dichloromethane was added dropwise over 45 minutes and the mixture was stirred for another 1.25 hours. o-Toluidine (45 g) in 100 ml of dichloromethane was then added over about 20 minutes. After stirring for 2 hours the mixture was washed with water and then the solvent was strippe... Reactants: O=C([O-])O, COC(=O)C1CC(O)CN1C(=O)OC(C)(C)C, ClCCl, [F-], [Na+], [Na+]. Product: COC(=O)C1CC(F)CN1C(=O)OC(C)(C)C. As a reaction SMILES: [C:20](=[O:21])([OH:22])[O-:23].[CH3:1][O:2][C:3](=[O:4])[CH:5]1[N:6]([C:11](=[O:12])[O:13][C:14]([CH3:15])([CH3:16])[CH3:17])[CH2:7][CH:8]([OH:10])[CH2:9]1.[Cl:25][CH2:26][Cl:27].[F-:18].[Na+:19].[Na+:24]>>[CH3:1][O:2][C:3](=[O:4])[CH:5]1[N:6]([C:11](=[O:12])[O:13][C:14]([CH3:15])([CH3:16])[CH3:17])[CH2:7][CH:8]([F:18])[CH2:9]1. Starting materials: FC(C=1C=C(C=CC1)S(=O)(=O)N1C(CCCC1)CC(=O)OCC)(F)F (ethyl 2-(1-(3-(trifluoromethyl)phenylsulfonyl)piperidin-2-yl)acetate), [OH-].[Na+] (NaOH). The solvent is CO (methanol), O1CCOCC1 (dioxane), CO (methanol). Conditions: time 8 hour. Yields the product FC(C=1C=C(C=CC1)S(=O)(=O)N1C(CCCC1)CC(=O)O)(F)F (2-(1-(3-(trifluoromethyl)phenylsulfonyl)piperidin-2-yl)acetic acid). RXN SMILES: [F:1][C:2]([F:25])([F:24])[C:3]1[CH:4]=[C:5]([S:9]([N:12]2[CH2:17][CH2:16][CH2:15][CH2:14][CH:13]2[CH2:18][C:19]([O:21]CC)=[O:20])(=[O:11])=[O:10])[CH:6]=[CH:7][CH:8]=1.[OH-].[Na+]>CO.O1CCOCC1>[F:25][C:2]([F:1])([F:24])[C:3]1[CH:4]=[C:5]([S:9]([N:12]2[CH2:17][CH2:16][CH2:15][CH2:14][CH:13]2[CH2:18][C:19]([OH:21])=[O:20])(=[O:11])=[O:10])[CH:6]=[CH:7][CH:8]=1 |f:1.2|. Reported procedure: The ethyl 2-(1-(3-(trifluoromethyl)phenylsulfonyl)piperidin-2-yl)acetate (10.45 g, 27.5 mmol) was dissolved in a mixture of methanol (150 ml), dioxane (40 ml) and aqueous NaOH solution (4 M, 41.3 ml, 165.2 mmol, 6 eq.) and the solution was stirred overnight When the reaction had ended (TLC control, MC/methanol 95:5), the solution was concentrated. The crude product was taken up in ethyl acetate (600 ml) and the mixture was . . . with KHSO4 solution (0.5 M, 600 ml). The aqueous phase was extracte...